From a dataset of the Open Reaction Database (ORD), a public repository of structured organic reaction records. describe an organic reaction: reactants, conditions, products, and yield Reactants: [C-]#N, [C-]#N, CCCCP(CCCC)CCCC, CN(C)C=O, CC(O)C(Cc1ccc(Cl)cc1)c1cccc(Br)c1, O=C(C=Cc1ccccc1)C=Cc1ccccc1, O=C(C=Cc1ccccc1)C=Cc1ccccc1, O=C(C=Cc1ccccc1)C=Cc1ccccc1, O, [Pd], [Pd], [Zn+2]. Product: CC(O)C(Cc1ccc(Cl)cc1)c1cccc(C#N)c1. RXN SMILES: [C-:39]#[N:40].[C-:42]#[N:43].[CH2:20]([P:21]([CH2:22][CH2:23][CH2:24][CH3:25])[CH2:26][CH2:27][CH2:28][CH3:29])[CH2:30][CH2:31][CH3:32].[CH3:34][N:35]([CH3:36])[CH:37]=[O:38].[Cl:1][c:2]1[cH:3][cH:4][c:5]([CH2:8][CH:9]([CH:10]([CH3:11])[OH:12])[c:13]2[cH:14][c:15]([Br:19])[cH:16][cH:17][cH:18]2)[cH:6][cH:7]1.[O:46]=[C:47]([CH:48]=[CH:49][c:50]1[cH:51][cH:52][cH:53][cH:54][cH:55]1)[CH:56]=[CH:57][c:58]1[cH:59][cH:60][cH:61][cH:62][cH:63]1.[O:64]=[C:65]([CH:66]=[CH:67][c:68]1[cH:69][cH:70][cH:71][cH:72][cH:73]1)[CH:74]=[CH:75][c:76]1[cH:77][cH:78][cH:79][cH:80][cH:81]1.[O:82]=[C:83]([CH:84]=[CH:85][c:86]1[cH:87][cH:88][cH:89][cH:90][cH:91]1)[CH:92]=[CH:93][c:94]1[cH:95][cH:96][cH:97][cH:98][cH:99]1.[OH2:33].[Pd:44].[Pd:45].[Zn+2:41]>>[Cl:1][c:2]1[cH:3][cH:4][c:5]([CH2:8][CH:9]([CH:10]([CH3:11])[OH:12])[c:13]2[cH:14][c:15]([C:34]#[N:35])[cH:16][cH:17][cH:18]2)[cH:6][cH:7]1.